Dataset: the Open Reaction Database (ORD), a public repository of structured organic reaction records. Task: describe an organic reaction: reactants, conditions, products, and yield The reactants are C1CNCCN1, CC(C)O, COc1ccc(-c2ccc3ncnc(Cl)c3n2)cc1C. Product: COc1ccc(-c2ccc3ncnc(N4CCNCC4)c3n2)cc1C. Reaction SMILES: [CH2:21]1[CH2:22][NH:23][CH2:24][CH2:25][NH:26]1.[CH:27]([OH:28])([CH3:29])[CH3:30].[Cl:1][c:2]1[c:3]2[c:4]([n:5][cH:6][n:7]1)[cH:8][cH:9][c:10](-[c:12]1[cH:13][c:14]([CH3:20])[c:15]([O:18][CH3:19])[cH:16][cH:17]1)[n:11]2>>[c:2]1([N:23]2[CH2:22][CH2:21][NH:26][CH2:25][CH2:24]2)[c:3]2[c:4]([n:5][cH:6][n:7]1)[cH:8][cH:9][c:10](-[c:12]1[cH:13][c:14]([CH3:20])[c:15]([O:18][CH3:19])[cH:16][cH:17]1)[n:11]2. The reactants are C(CC)C1(C2=C(CCC3=C1C=CC=C3)C=CC=C2)CCC=O (3-[10,11-dihydro-5-propyl-5H-dibenzo[a,d]cyclohepten-5yl]-propanal), C1CCOC1 (THF), 3A, Cl.CNC (dimethylamine hydrochloride), C(#N)[BH3-].[Na+] (sodium cyanoborohydride). Run in CO (methanol). Conditions: time 24 hour. Yields the product CN(CCCC1=CC=CC=2C(C3=C(CCC21)C=CC=C3)CCC)C (10,11-dihydro-N,N-dimethyl-5-propyl-5H-dibenzo[a,d]cycloheptenepropanamine). The yield is 65.0%. As a reaction SMILES: C([C:4]1([CH2:19][CH2:20][CH:21]=O)[C:10]2[CH:11]=[CH:12][CH:13]=[CH:14][C:9]=2[CH2:8][CH2:7][C:6]2C=[CH:16][CH:17]=[CH:18][C:5]1=2)CC.Cl.[CH3:24][NH:25][CH3:26].C([BH3-])#N.[Na+].[CH2:31]1[CH2:35]O[CH2:33][CH2:32]1>CO>[CH3:24][N:25]([CH3:26])[CH2:33][CH2:32][CH2:31][C:35]1[C:6]2[CH2:7][CH2:8][C:9]3[CH:14]=[CH:13][CH:12]=[CH:11][C:10]=3[CH:4]([CH2:19][CH2:20][CH3:21])[C:5]=2[CH:18]=[CH:17][CH:16]=1 |f:1.2,3.4|. Reported procedure: Dissolved 3-[10,11-dihydro-5-propyl-5H-dibenzo[a,d]cyclohepten-5yl]-propanal (0.75 g, 2.56 mmol) in 5 mL of dry THF and 10 mL of dry methanol. Added 3A sieves, dimethylamine hydrochloride (1.05 g, 12.82 mmol), and sodium cyanoborohydride (0.161 g, 2.56 mmol). Stirred to room temperature for 24 hours. Added saturated NaHCO3, and filtered through celite. Extracted filtrate with dichloromethane. Dried combined organic extracts with MgSO4, filtered, and evaporated. Purified crude product by flash ch... The reactants are CC=1C=C(OC(C(=O)OC)=COC)C=CC1 (methyl 2-(3-methylphenoxy)-3-methoxyacrylate), BrN1C(CCC1=O)=O (N-bromosuccinimide), N(=NC(C#N)(C)C)C(C#N)(C)C (azobisisobutyronitrile). Run in C(Cl)(Cl)(Cl)Cl (carbon tetrachloride). Product: BrCC=1C=C(OC(C(=O)OC)=COC)C=CC1 (methyl 2-(3-bromomethylphenoxy)-3-methoxyacrylate). The yield is 50.0%. Reaction SMILES: [CH3:1][C:2]1[CH:3]=[C:4]([CH:14]=[CH:15][CH:16]=1)[O:5][C:6](=[CH:11][O:12][CH3:13])[C:7]([O:9][CH3:10])=[O:8].[Br:17]N1C(=O)CCC1=O.N(C(C)(C)C#N)=NC(C)(C)C#N>C(Cl)(Cl)(Cl)Cl>[Br:17][CH2:1][C:2]1[CH:3]=[C:4]([CH:14]=[CH:15][CH:16]=1)[O:5][C:6](=[CH:11][O:12][CH3:13])[C:7]([O:9][CH3:10])=[O:8]. Procedure details: A mixture of 9.6 g of methyl 2-(3-methylphenoxy)-3-methoxyacrylate, 8.0 g of N-bromosuccinimide and a catalytic amount of azobisisobutyronitrile was heated at reflux in carbon tetrachloride for 4 hours. After cooling, the solid was filtered, the filtrate evaporated, and purified by silica gel column chromatography to give methyl 2-(3-bromomethylphenoxy)-3-methoxyacrylate (6.5 g). Reactants: ClC(=O)OC1CC(N(C(C1)(C)C)OC)(C)C (1-Methoxy-2,2,6,6-tetramethylpiperidin-4-yl Cloroformate), CNN (methylhydrazine). Run in CO (methanol). Yields the product CNNC(=O)OC1CC(N(C(C1)(C)C)OC)(C)C (1-Methoxy-2,2,6,6-tetramethylpiperidin-4-yl 2-Methylhydrazinecarboxylate). Reaction SMILES: Cl[C:2]([O:4][CH:5]1[CH2:10][C:9]([CH3:12])([CH3:11])[N:8]([O:13][CH3:14])[C:7]([CH3:16])([CH3:15])[CH2:6]1)=[O:3].[CH3:17][NH:18][NH2:19]>CO>[CH3:17][NH:18][NH:19][C:2]([O:4][CH:5]1[CH2:10][C:9]([CH3:12])([CH3:11])[N:8]([O:13][CH3:14])[C:7]([CH3:16])([CH3:15])[CH2:6]1)=[O:3]. Procedure details: The title compound is prepared by reacting the compound of Example 27 (1 mole) with methylhydrazine (1.1 mole) in methanol. The reactants are C(C)N(CCOC1=C(C=CC(=C1)[N+](=O)[O-])NC(C)=O)CC (N-[2-(2-diethylaminoethoxy)-4-nitrophenyl]acetamide), S(=O)(=O)(OC)OC (dimethyl sulphate). The solvent is C(C)(=O)OCC (ethyl acetate). Reaction conditions: time 1 hour. Product: COS(=O)(=O)[O-].C(C)(=O)NC1=C(OCC[N+](C)(CC)CC)C=C(C=C1)[N+](=O)[O-] ([2-(2-acetylamino-5-nitrophenoxy)ethyl]diethylmethylammonium methyl sulphate). RXN SMILES: [CH2:1]([N:3]([CH2:20][CH3:21])[CH2:4][CH2:5][O:6][C:7]1[CH:12]=[C:11]([N+:13]([O-:15])=[O:14])[CH:10]=[CH:9][C:8]=1[NH:16][C:17](=[O:19])[CH3:18])[CH3:2].[S:22]([O:27]C)([O:25][CH3:26])(=[O:24])=[O:23]>C(OCC)(=O)C>[CH3:26][O:25][S:22]([O-:27])(=[O:24])=[O:23].[C:17]([NH:16][C:8]1[CH:9]=[CH:10][C:11]([N+:13]([O-:15])=[O:14])=[CH:12][C:7]=1[O:6][CH2:5][CH2:4][N+:3]([CH2:1][CH3:2])([CH2:20][CH3:21])[CH3:26])(=[O:19])[CH3:18] |f:3.4|. Procedure: The quaternization of 59.1 g (0.2 mol) of N-[2-(2-diethylaminoethoxy)-4-nitrophenyl]acetamide dissolved in 700 ml of ethyl acetate was carried but by adding 20.9 ml (0.22 mol) of dimethyl sulphate with stirring for one hour at room temperature. Starting materials: C=CC(=O)CCC, CC(C)=O, Cl, O=N[O-], Nc1ccc([N+](=O)[O-])cc1, [Na+], [Na+], [OH-], O. As a reaction SMILES: [CH2:17]=[CH:18][C:19]([CH2:20][CH2:21][CH3:22])=[O:23].[CH3:26][C:27](=[O:28])[CH3:29].[ClH:24].[N:11]([O-:12])=[O:13].[NH2:1][c:2]1[cH:3][cH:4][c:5]([N+:8]([O-:9])=[O:10])[cH:6][cH:7]1.[Na+:14].[Na+:16].[OH-:15].[OH2:25]>>[c:2]1([CH2:17][CH:18]([C:19]([CH2:20][CH2:21][CH3:22])=[O:23])[Cl:24])[cH:3][cH:4][c:5]([N+:8]([O-:9])=[O:10])[cH:6][cH:7]1. Yields the product CCCC(=O)C(Cl)Cc1ccc([N+](=O)[O-])cc1. Starting materials: C(C1=CC=CC=C1)OC(NC1(CCC2(OCCO2)CC1)C)=O ((8-methyl-1,4-dioxa-spiro[4.5]dec-8-yl)-carbamic acid benzyl ester). The reagents and catalysts are [Pd] (Pd—C). The solvent is CO (MeOH). Yields the product CC1(CCC2(OCCO2)CC1)N (8-Methyl-1,4-dioxa-spiro[4.5]dec-8-ylamine). Isolated yield 100.0%. RXN SMILES: C(OC(=O)[NH:10][C:11]1([CH3:21])[CH2:20][CH2:19][C:14]2([O:18][CH2:17][CH2:16][O:15]2)[CH2:13][CH2:12]1)C1C=CC=CC=1>CO.[Pd]>[CH3:21][C:11]1([NH2:10])[CH2:20][CH2:19][C:14]2([O:15][CH2:16][CH2:17][O:18]2)[CH2:13][CH2:12]1. Procedure: Dissolve (8-methyl-1,4-dioxa-spiro[4.5]dec-8-yl)-carbamic acid benzyl ester (13.12 g, 43.0 mmol) in MeOH (400 mL). Exchange air with nitrogen for three times and then add Pd—C (1.0 g, 10%). Exchange the nitrogen with H2 for three times. Stir the reaction mixture under H2 for over night then remove the Pd—C by filtration. Remove the solvent under reduced pressure to give 7.36 g (100%) of the crude 8-Methyl-1,4-dioxa-spiro[4.5]dec-8-ylamine as a colorless oil.